This data is from the Open Reaction Database (ORD), a public repository of structured organic reaction records. The task is: describe an organic reaction: reactants, conditions, products, and yield Reactants: Cc1cc(B2OC(C)(C)C(C)(C)O2)cc(C)c1O, COCCOC, COc1nnc(Cl)cc1C(C)=O, [Na+], [Na+], O=C([O-])[O-], [Pd], c1ccc(P(c2ccccc2)c2ccccc2)cc1, c1ccc(P(c2ccccc2)c2ccccc2)cc1, c1ccc(P(c2ccccc2)c2ccccc2)cc1, c1ccc(P(c2ccccc2)c2ccccc2)cc1. The product is COc1nnc(-c2cc(C)c(O)c(C)c2)cc1C(C)=O. RXN SMILES: [CH3:13][c:14]1[c:15]([OH:30])[c:16]([CH3:29])[cH:17][c:18]([B:20]2[O:21][C:22]([CH3:23])([CH3:24])[C:25]([CH3:26])([CH3:27])[O:28]2)[cH:19]1.[CH3:37][O:38][CH2:39][CH2:40][O:41][CH3:42].[Cl:1][c:2]1[cH:3][c:4]([C:10]([CH3:11])=[O:12])[c:5]([O:8][CH3:9])[n:6][n:7]1.[Na+:31].[Na+:32].[O-:33][C:34](=[O:35])[O-:36].[Pd:43].[c:101]1([P:102]([c:103]2[cH:104][cH:105][cH:106][cH:107][cH:108]2)[c:109]2[cH:110][cH:111][cH:112][cH:113][cH:114]2)[cH:115][cH:116][cH:117][cH:118][cH:119]1.[c:44]1([P:45]([c:46]2[cH:47][cH:48][cH:49][cH:50][cH:51]2)[c:52]2[cH:53][cH:54][cH:55][cH:56][cH:57]2)[cH:58][cH:59][cH:60][cH:61][cH:62]1.[c:63]1([P:64]([c:65]2[cH:66][cH:67][cH:68][cH:69][cH:70]2)[c:71]2[cH:72][cH:73][cH:74][cH:75][cH:76]2)[cH:77][cH:78][cH:79][cH:80][cH:81]1.[c:82]1([P:83]([c:84]2[cH:85][cH:86][cH:87][cH:88][cH:89]2)[c:90]2[cH:91][cH:92][cH:93][cH:94][cH:95]2)[cH:96][cH:97][cH:98][cH:99][cH:100]1>>[c:2]1(-[c:18]2[cH:17][c:16]([CH3:29])[c:15]([OH:30])[c:14]([CH3:13])[cH:19]2)[cH:3][c:4]([C:10]([CH3:11])=[O:12])[c:5]([O:8][CH3:9])[n:6][n:7]1.